Dataset: the Open Reaction Database (ORD), a public repository of structured organic reaction records. Task: describe an organic reaction: reactants, conditions, products, and yield The reactants are CS(=O)(=O)OCCN1C=NC(=C1)C1=NC=CC(=C1)C(=O)OC (methyl 2-(1-{2-[(methylsulfonyl)oxy]ethyl}-1H-imidazol-4-yl)pyridine-4-carboxylate), C1(CC1)CNC (cyclopropylmethyl(methyl)amine). Solvent: C1(=CC=CC=C1)C (toluene). Yields the product C1(CC1)CN(CCN1C=NC(=C1)C1=NC=CC(=C1)C(=O)O)C (2-(1-{2-[(cyclopropylmethyl)(methyl)amino]ethyl}-1H-imidazol-4-yl)pyridine-4-carboxylic acid). Yield: 34.4%. RXN SMILES: CS(O[CH2:6][CH2:7][N:8]1[CH:12]=[C:11]([C:13]2[CH:18]=[C:17]([C:19]([O:21]C)=[O:20])[CH:16]=[CH:15][N:14]=2)[N:10]=[CH:9]1)(=O)=O.[CH:23]1([CH2:26][NH:27][CH3:28])[CH2:25][CH2:24]1>C1(C)C=CC=CC=1>[CH:23]1([CH2:26][N:27]([CH3:28])[CH2:6][CH2:7][N:8]2[CH:12]=[C:11]([C:13]3[CH:18]=[C:17]([C:19]([OH:21])=[O:20])[CH:16]=[CH:15][N:14]=3)[N:10]=[CH:9]2)[CH2:25][CH2:24]1. Procedure: A solution of methyl 2-(1-{2-[(methylsulfonyl)oxy]ethyl}-1H-imidazol-4-yl)pyridine-4-carboxylate (100 mg, 0.31 mmol) and cyclopropylmethyl(methyl)amine (260 mg, 3.1 mmol) in toluene (5 mL) was heated at 110° C. in a sealed tube for 24 hrs. The solution was concentrated to an oily residue which was dissolved in MeOH (5 mL). To this solution was added 10 N NaOH solution (1 g). The mixture was stirred and refluxed for 1 hr and then cooled to RT. The pH was carefully adjusted to 6.5 and the resultin...